From a dataset of the Open Reaction Database (ORD), a public repository of structured organic reaction records. describe an organic reaction: reactants, conditions, products, and yield Reactants: CC(C)(C)CCNC(=O)c1ccc(Cl)nn1, O=C(c1ccccc1C(F)(F)F)N1CCNCC1. Yields the product CC(C)(C)CCNC(=O)c1ccc(N2CCN(C(=O)c3ccccc3C(F)(F)F)CC2)nn1. Reaction SMILES: [CH3:1][C:2]([CH2:3][CH2:4][NH:5][C:6](=[O:7])[c:8]1[n:9][n:10][c:11]([Cl:14])[cH:12][cH:13]1)([CH3:15])[CH3:16].[N:17]1([C:23](=[O:24])[c:25]2[c:26]([C:31]([F:32])([F:33])[F:34])[cH:27][cH:28][cH:29][cH:30]2)[CH2:18][CH2:19][NH:20][CH2:21][CH2:22]1>>[CH3:1][C:2]([CH2:3][CH2:4][NH:5][C:6](=[O:7])[c:8]1[n:9][n:10][c:11]([N:20]2[CH2:19][CH2:18][N:17]([C:23](=[O:24])[c:25]3[c:26]([C:31]([F:32])([F:33])[F:34])[cH:27][cH:28][cH:29][cH:30]3)[CH2:22][CH2:21]2)[cH:12][cH:13]1)([CH3:15])[CH3:16]. The reactants are C([O-])([O-])=O.[Na+].[Na+] (sodium carbonate), BrC1=C(C(C(C=2C3=CC=CC=C3C3=CC=CC=C3C3=CC=CC=C3C12)=O)=O)Br (dibromotetraphenylenedione), C(CCCCCCC)C1(C2=CC(=CC=C2C=2C=CC(=CC12)B1OC(C(O1)(C)C)(C)C)B1OC(C(O1)(C)C)(C)C)CCCCCCCC (2,2′-(9,9-dioctyl-9H-fluorene-2,7-diyl)bis(4,4,5,5-tetramethyl-1,3,2-dioxaborolane)). Reagents/catalysts: C=1C=CC(=CC1)[P](C=2C=CC=CC2)(C=3C=CC=CC3)[Pd]([P](C=4C=CC=CC4)(C=5C=CC=CC5)C=6C=CC=CC6)([P](C=7C=CC=CC7)(C=8C=CC=CC8)C=9C=CC=CC9)[P](C=1C=CC=CC1)(C=1C=CC=CC1)C=1C=CC=CC1 (Tetrakis(triphenylphosphine)palladium), CCCCCCCC[N+](C)(CCCCCCCC)CCCCCCCC.[Cl-] (Aliquat 336). The solvent is CO (methanol). The product is C1(C(C=CC=2C3=CC=CC=C3C3=CC=CC=C3C3=CC=CC=C3C12)=O)=O.C1=CC=CC=2C3=CC=CC=C3CC12 (tetraphenylenedione fluorene). Isolated yield 45.0%. RXN SMILES: Br[C:2]1[C:25]2[C:24]3[C:19](=[CH:20][CH:21]=[CH:22][CH:23]=3)[C:18]3[C:13](=[CH:14][CH:15]=[CH:16][CH:17]=3)[C:12]3[C:7](=[CH:8][CH:9]=[CH:10][CH:11]=3)[C:6]=2[C:5](=[O:26])[C:4](=[O:27])[C:3]=1Br.C([C:37]1(CCCCCCCC)[C:49]2[CH:48]=[C:47](B3OC(C)(C)C(C)(C)O3)[CH:46]=[CH:45][C:44]=2[C:43]2[C:38]1=[CH:39][C:40](B1OC(C)(C)C(C)(C)O1)=[CH:41][CH:42]=2)CCCCCCC.C(=O)([O-])[O-].[Na+].[Na+]>CCCCCCCC[N+](CCCCCCCC)(CCCCCCCC)C.[Cl-].C1C=CC([P]([Pd]([P](C2C=CC=CC=2)(C2C=CC=CC=2)C2C=CC=CC=2)([P](C2C=CC=CC=2)(C2C=CC=CC=2)C2C=CC=CC=2)[P](C2C=CC=CC=2)(C2C=CC=CC=2)C2C=CC=CC=2)(C2C=CC=CC=2)C2C=CC=CC=2)=CC=1.CO>[C:5]1(=[O:26])[C:6]2[C:7]3[C:12](=[CH:11][CH:10]=[CH:9][CH:8]=3)[C:13]3[C:18](=[CH:17][CH:16]=[CH:15][CH:14]=3)[C:19]3[C:24](=[CH:23][CH:22]=[CH:21][CH:20]=3)[C:25]=2[CH:2]=[CH:3][C:4]1=[O:27].[CH:39]1[C:38]2[CH2:37][C:49]3[C:44](=[CH:45][CH:46]=[CH:47][CH:48]=3)[C:43]=2[CH:42]=[CH:41][CH:40]=1 |f:2.3.4,5.6,9.10,^1:112,114,133,152|. Reported procedure: A mixture of compound 9 (150.0 mg, 0.173 mmol), 2,2′-(9,9-dioctyl-9H-fluorene-2,7-diyl)bis(4,4,5,5-tetramethyl-1,3,2-dioxaborolane) (131.0 mg, 0.173 mmol), and Aliquat 336 (0.02 g) was degassed 3 times with N2 before 3.0 mL of dry toluene was added. Tetrakis(triphenylphosphine)palladium (10 mg, 0.005 mmol) in an aqueous sodium carbonate solution (0.6 mL, 2M, deaerated for 2 hours) was added under N2. The mixture was stirred vigorously and heated at the refluxing temperature for 2 days. The highl... The product is C(#N)C1=C(C=CC=C1Cl)O (2-cyano-3-chlorophenol). RXN SMILES: C([C:9]1[CH:16]=[CH:15][CH:14]=[C:13]([Cl:17])[C:10]=1[C:11]#[N:12])(=O)C1C=CC=CC=1.FC(F)(F)C(O)=[O:21]>C(Cl)Cl>[C:11]([C:10]1[C:13]([Cl:17])=[CH:14][CH:15]=[CH:16][C:9]=1[OH:21])#[N:12]. The reactants are C(C1=CC=CC=C1)(=O)C1=C(C#N)C(=CC=C1)Cl (2-Benzoyl-6-chlorobenzonitrile), FC(C(=O)O)(F)F (trifluoroacetic acid). Procedure: 2-Benzoyl-6-chlorobenzonitrile (10.0 g, 41 mmol) was dissolved in methylene chloride(40 ml) and trifluoroacetic acid(40 ml) and stirred at room temperature for 24 hrs. The reaction mixture is diluted with methylene chloride and extracted with water. The organic layer is dried over MgSO4 and filtered. The solvent was evaporated and chromatography of the resulting solid on silica gel (4%MeOH/CHCl2) gave the desired product(4.2 g, 67%). 1H NMR (CD3COCD3): δ10.31 (s,1H), 7.51 (t, 1H), 7.11 (d, 1H) 7... Solvent: C(Cl)Cl (methylene chloride), C(Cl)Cl (methylene chloride). Yield: 67.0%. Reactants: C(CCCCCN=C=O)N=C=O (hexamethylene diisocyanate), C(CCCCCCCCCCC)(=O)[O-].C(CCC)[Sn+2]CCCC.C(CCCCCCCCCCC)(=O)[O-] (dibutyltin laurate), polycaprolactone, isocyanurate, C1=CC(=CC(=C1)CN=C=O)CN=C=O (TAKENATE), COC1=CC=C(O)C=C1 (hydroquinone monomethyl ether). Run in C1(=CC=CC=C1)C (toluene), C1(=CC=CC=C1)C (toluene). Run at temperature 70 celsius. Yields the product C(C=C)(=O)O.NC(=O)OCC (urethane acrylate). Reaction SMILES: C([N:10]=[C:11]=[O:12])CCCCCN=C=O.[CH:13]1C=C(CN=C=O)C=C(CN=C=O)[CH:14]=1.[C:27]([O-:40])(=[O:39])[CH2:28][CH2:29]CCCCCCCCC.C([Sn+2]CCCC)CCC.C([O-])(=[O:62])CCCCCCCCCCC.COC1C=CC(O)=CC=1>C1(C)C=CC=CC=1>[C:27]([OH:40])(=[O:39])[CH:28]=[CH2:29].[NH2:10][C:11]([O:12][CH2:13][CH3:14])=[O:62] |f:2.3.4,7.8|. Procedure details: 50 parts of toluene, 50 parts of hexamethylene diisocyanate subjected to isocyanurate modification (“TAKENATE D-170N”), 179 parts of polycaprolactone-modified hydroxyethyl acrylate (“PLACCEL FA5”, trade name, produced by Daicel Chemical Industries, Ltd.), 0.02 parts of dibutyltin laurate, and 0.02 parts of hydroquinone monomethyl ether were mixed and the mixture was maintained at 70° C. for 5 hours. Thereafter, 179 parts of toluene was added to obtain a urethane acrylate having a solid content o... The reactants are C(=O)([O-])[O-].[Na+].[Na+] (Na2CO3), C1=CC2=C(C=C1N=C=S)C(=O)OC23C4=C(C=C(C=C4)O)OC5=C3C=CC(=C5)O (FITC). The solvent is CC(=O)C (acetone), P(=O)([O-])([O-])[O-] (phosphate). Product: C=1C=CC(=C(C1)C2=C3C=CC(=O)C=C3OC4=C2C=CC(=C4)O)C(=O)O (Fluorescein). Reaction SMILES: C([O-])([O-])=O.[Na+].[Na+].[CH:7]1[C:12](N=C=S)=[CH:11][C:10]2[C:16]([O:18][C:19]3([C:29]4[CH:30]=[CH:31][C:32]([OH:34])=[CH:33][C:28]=4[O:27][C:21]4[CH:22]=[C:23]([OH:26])[CH:24]=[CH:25][C:20]3=4)[C:9]=2[CH:8]=1)=[O:17]>P([O-])([O-])([O-])=O.CC(C)=O>[CH:7]1[CH:12]=[CH:11][C:10]([C:16]([OH:18])=[O:17])=[C:9]([C:19]2[C:20]3[CH:25]=[CH:24][C:23]([OH:26])=[CH:22][C:21]=3[O:27][C:28]3[C:29]=2[CH:30]=[CH:31][C:32]([CH:33]=3)=[O:34])[CH:8]=1 |f:0.1.2|. Reported procedure: One mg of HIgG (Human IgG) dissolved in 0.4 ml of 0.1 M phosphate buffer pH 7.5, was brought to pH 9.5 with crystalline Na2CO3. A solution (10 μl) of FITC (70 μg) in acetone was added with stirring and mixed for 3 hrs at room temperature. The resulting solution was separated two times on Sephadex G-25 (M) column (1×15 cm) equilibrated with 0.05 M phosphate buffer pH 8.0. The eluted FITC-hIgG conjugate solution was 0.58 mg/ml in concentration and had D/P=5.5 (M/M) as determined by the Wells' nomo... Starting materials: CCCCCC(=O)Cl, COS(=O)(=O)OC, CC(C)N. The product is CCCCCC(=O)NC(C)C. RXN SMILES: [C:1]([CH2:2][CH2:3][CH2:4][CH2:5][CH3:6])(=[O:7])[Cl:8].[CH3:13][O:14][S:15]([O:16][CH3:17])(=[O:18])=[O:19].[CH3:9][CH:10]([CH3:11])[NH2:12]>>[C:1]([CH2:2][CH2:3][CH2:4][CH2:5][CH3:6])(=[O:7])[NH:12][CH:10]([CH3:9])[CH3:11]. The reactants are COCOC=1C=C2C=CC(=CC2=CC1)CCC(CCC=1C=NC=CC1)=O (1-{6-(Methoxymethoxy)-2-naphthyl}-5-(3-pyridyl)-3-pentanone), [BH4-].[Na+] (sodium borohydride). Solvent: CO (methanol). Reaction conditions: temperature 0 celsius, time 2 hour. The product is COCOC=1C=C2C=CC(=CC2=CC1)CCC(CCC=1C=NC=CC1)O (1-{6-(Methoxymethoxy)-2-naphthyl}-5-(3-pyridyl)-3-pentanol). Yield: 49.2%. As a reaction SMILES: [CH3:1][O:2][CH2:3][O:4][C:5]1[CH:6]=[C:7]2[C:12](=[CH:13][CH:14]=1)[CH:11]=[C:10]([CH2:15][CH2:16][C:17](=[O:26])[CH2:18][CH2:19][C:20]1[CH:21]=[N:22][CH:23]=[CH:24][CH:25]=1)[CH:9]=[CH:8]2.[BH4-].[Na+]>CO>[CH3:1][O:2][CH2:3][O:4][C:5]1[CH:6]=[C:7]2[C:12](=[CH:13][CH:14]=1)[CH:11]=[C:10]([CH2:15][CH2:16][CH:17]([OH:26])[CH2:18][CH2:19][C:20]1[CH:21]=[N:22][CH:23]=[CH:24][CH:25]=1)[CH:9]=[CH:8]2 |f:1.2|. Procedure: 1-{6-(Methoxymethoxy)-2-naphthyl}-5-(3-pyridyl)-3-pentanone (1.9 g; from Example 31 above) was immediately dissolved in methanol (100 ml) and cooled to 0° C. Solid sodium borohydride (0.284 g) was added and the reaction mixture stirred at 25° C. for 2 hours. The mixture was concentrated under reduced pressure and water was added to the residue. The aqueous mixture was extracted with ethyl acetate. The combined extracts were dried over anhydrous magnesium sulfate, filtered and concentrated under ...